Dataset: the Open Reaction Database (ORD), a public repository of structured organic reaction records. Task: describe an organic reaction: reactants, conditions, products, and yield Reactants: FC1=CC=2C(=NC=3N(C=C(C(C3C2)=O)C(=O)OCC)C)C=C1N1CCN(CC1)C1=CC=C(C=C1)F (ethyl 7-fluoro-8-[4-(4-fluorophenyl)piperazin-1-yl]-1-methyl-4-oxo-1,4-dihydrobenzo[b][1,8]naphthyridine-3-carboxylate), O (water). The solvent is C(C)(=O)O (acetic acid), Cl (hydrochloric acid). Conditions: temperature 110 celsius, time 4 hour. The product is FC1=CC=2C(=NC=3N(C=C(C(C3C2)=O)C(=O)O)C)C=C1N1CCN(CC1)C1=CC=C(C=C1)F (7-fluoro-8-[4-(4-fluorophenyl)piperazin-1-yl]-1-methyl-4-oxo-1,4-dihydrobenzo[b][1,8]naphthyridine-3-carboxylic acid). Isolated yield 94.1%. RXN SMILES: [F:1][C:2]1[C:22]([N:23]2[CH2:28][CH2:27][N:26]([C:29]3[CH:34]=[CH:33][C:32]([F:35])=[CH:31][CH:30]=3)[CH2:25][CH2:24]2)=[CH:21][C:5]2=[N:6][C:7]3[N:8]([CH3:20])[CH:9]=[C:10]([C:15]([O:17]CC)=[O:16])[C:11](=[O:14])[C:12]=3[CH:13]=[C:4]2[CH:3]=1.O>C(O)(=O)C.Cl>[F:1][C:2]1[C:22]([N:23]2[CH2:24][CH2:25][N:26]([C:29]3[CH:34]=[CH:33][C:32]([F:35])=[CH:31][CH:30]=3)[CH2:27][CH2:28]2)=[CH:21][C:5]2=[N:6][C:7]3[N:8]([CH3:20])[CH:9]=[C:10]([C:15]([OH:17])=[O:16])[C:11](=[O:14])[C:12]=3[CH:13]=[C:4]2[CH:3]=1. Reported procedure: A suspension of 10.5 g of ethyl 7-fluoro-8-[4-(4-fluorophenyl)piperazin-1-yl]-1-methyl-4-oxo-1,4-dihydrobenzo[b][1,8]naphthyridine-3-carboxylate in 100 cm3 of acetic acid and 100 cm3 of 17.5% aqueous hydrochloric acid solution was heated, with stirring, at a temperature around 110° C. for approximately 4 hours. After cooling to approximately 20° C., 25 cm3 of water were added to the reaction mixture. The insoluble material was filtered off and washed 3 times with 200 cm3 of water and 2 times wit... Starting materials: CC(=O)OC(C)=O, CCO, Cc1ccc(N)c(O)c1, O. The product is CC(=O)Nc1ccc(C)cc1O. As a reaction SMILES: [CH3:13][C:14]([O:15][C:16](=[O:17])[CH3:18])=[O:19].[CH3:1][CH2:2][OH:3].[NH2:4][c:5]1[cH:6][cH:7][c:8]([CH3:12])[cH:9][c:10]1[OH:11].[OH2:20]>>[CH3:1][C:2](=[O:3])[NH:4][c:5]1[cH:6][cH:7][c:8]([CH3:12])[cH:9][c:10]1[OH:11]. The reactants are O=C([O-])[O-], CC(C)(C)CI, CN(C)C=O, CCOC(C)=O, [K+], [K+], O, COC(=O)c1cccc(O)c1. Yields the product COC(=O)c1cccc(OCC(C)(C)C)c1. As a reaction SMILES: [C:12](=[O:13])([O-:14])[O-:15].[CH2:18]([C:19]([CH3:20])([CH3:21])[CH3:22])[I:23].[CH3:24][N:25]([CH3:26])[CH:27]=[O:28].[CH3:29][CH2:30][O:31][C:32](=[O:33])[CH3:34].[K+:16].[K+:17].[OH2:35].[OH:1][c:2]1[cH:3][c:4]([C:5](=[O:6])[O:7][CH3:8])[cH:9][cH:10][cH:11]1>>[O:1]([c:2]1[cH:3][c:4]([C:5](=[O:6])[O:7][CH3:8])[cH:9][cH:10][cH:11]1)[CH2:18][C:19]([CH3:20])([CH3:21])[CH3:22]. Yield: 44.8%. RXN SMILES: [Cl-].[Li+].[Mg].[H-].C([Al+]CC(C)C)C(C)C.Br[C:15]1[C:16]([Cl:21])=[N:17][CH:18]=[CH:19][CH:20]=1.[CH3:22][O:23][C:24]([C@H:26]1[CH2:31][CH2:30][C@H:29]([C:32](Cl)=[O:33])[CH2:28][CH2:27]1)=[O:25]>O1CCCC1.[Cl-].[Zn+2].[Cl-].C1C=CC([P]([Pd]([P](C2C=CC=CC=2)(C2C=CC=CC=2)C2C=CC=CC=2)([P](C2C=CC=CC=2)(C2C=CC=CC=2)C2C=CC=CC=2)[P](C2C=CC=CC=2)(C2C=CC=CC=2)C2C=CC=CC=2)(C2C=CC=CC=2)C2C=CC=CC=2)=CC=1>[CH3:22][O:23][C:24]([C@H:26]1[CH2:31][CH2:30][C@H:29]([C:32]([C:15]2[C:16]([Cl:21])=[N:17][CH:18]=[CH:19][CH:20]=2)=[O:33])[CH2:28][CH2:27]1)=[O:25] |f:0.1,3.4,8.9.10,^1:46,48,67,86|. Procedure details: To a mixture of lithium chloride (0.55 g, 13 mmol) and magnesium turnings (0.63 g, 26 mmol) in dry tetrahydrofuran (34 ml) was added 1M diisobutyl aluminum hydride solution in tetrahydrofuran (0.10 ml, 0.10 mmol) at room temperature. After stirring for 5 minutes a solution of 3-bromo-2-chloro-pyridine (2.00 g, 10.4 mmol) in dry tetrahydrofuran (1 ml) was added at 0-5° C. Stirring for 1 h was followed by addition of a solution of zinc chloride (1.42 g, 10.4 mmol), which had previously been dried ... Starting materials: [H-].C(C(C)C)[Al+]CC(C)C (diisobutyl aluminum hydride), BrC=1C(=NC=CC1)Cl (3-bromo-2-chloro-pyridine), [Cl-].[Li+] (lithium chloride), [Mg] (magnesium), COC(=O)[C@@H]1CC[C@H](CC1)C(=O)Cl (trans-4-chlorocarbonyl-cyclohexanecarboxylic acid methyl ester). The reagents and catalysts are [Cl-].[Zn+2].[Cl-] (zinc chloride), O1CCCC1 (tetrahydrofuran), C=1C=CC(=CC1)[P](C=2C=CC=CC2)(C=3C=CC=CC3)[Pd]([P](C=4C=CC=CC4)(C=5C=CC=CC5)C=6C=CC=CC6)([P](C=7C=CC=CC7)(C=8C=CC=CC8)C=9C=CC=CC9)[P](C=1C=CC=CC1)(C=1C=CC=CC1)C=1C=CC=CC1 (tetrakis(triphenylphosphine)palladium(0)). Conditions: time 1 hour. The solvent is O1CCCC1 (tetrahydrofuran), O1CCCC1 (tetrahydrofuran). The product is COC(=O)[C@@H]1CC[C@H](CC1)C(=O)C=1C(=NC=CC1)Cl (trans-4-(2-Chloro-pyridine-3-carbonyl)-cyclohexanecarboxylic acid methyl ester). Reaction SMILES: [O:1]1[CH:5]=[CH:4][N:3]=[CH:2]1.C([Li])CCC.[CH2:11]([N:13]([CH2:27][CH2:28][CH3:29])[C:14]([C:16]1[CH:17]=[C:18]([CH:23]=[C:24](I)[CH:25]=1)[C:19]([O:21][CH3:22])=[O:20])=[O:15])[CH3:12]>O1CCCC1.C(OCC)(=O)C.[Cl-].[Zn+2].[Cl-]>[CH2:11]([N:13]([CH2:27][CH2:28][CH3:29])[C:14]([C:16]1[CH:17]=[C:18]([CH:23]=[C:24]([C:2]2[O:1][CH:5]=[CH:4][N:3]=2)[CH:25]=1)[C:19]([O:21][CH3:22])=[O:20])=[O:15])[CH3:12] |f:5.6.7|. The reagents and catalysts are [Cl-].[Zn+2].[Cl-] (zinc chloride). Reactants: C(C)N(C(=O)C=1C=C(C(=O)OC)C=C(C1)I)CCC (methyl 3-{[ethyl(propyl)amino]carbonyl}-5-iodobenzoate), O1C=NC=C1 (oxazole), C(CCC)[Li] (n-butyllithium), palladium(0)tetrakis(triphenylphosphine). Conditions: temperature 0 celsius, time 30 minute. Procedure details: To a −70° C. stirred solution of oxazole (106 mg, 1.5 mmol) in tetrahydrofuran (4 mL) is added n-butyllithium (1.6 M in hexanes, 1.0 mL, 1.7 mmol). After 30 min, zinc chloride (1 M in diethyl ether, 4.6 mL, 4.6 mmol) is added and the reaction mixture is warmed to 0° C. for 1 h. To this mixture is added a solution of methyl 3-{[ethyl(propyl)amino]carbonyl}-5-iodobenzoate (535 mg, 1.45 mmol) in anhydrous tetrahydrofuran (1.8 mL) followed by palladium(0)tetrakis(triphenylphosphine) (120 mg, 0.10 mm... The product is C(C)N(C(=O)C=1C=C(C(=O)OC)C=C(C1)C=1OC=CN1)CCC (Methyl 3-{[ethyl(propyl)amino]carbonyl}-5-(1,3-oxazol-2-yl)benzoate). The solvent is O1CCCC1 (tetrahydrofuran), C(C)(=O)OCC (ethyl acetate), O1CCCC1 (tetrahydrofuran). Starting materials: CO (methanol), [BH4-].[Na+] (NaBH4), IC=1C([C@H]2[C@H](OC(O2)(C)C)C1COC(C1=CC=CC=C1)(C1=CC=CC=C1)C1=CC=CC=C1)=O ((3aR,6aR)-5-iodo-2,2-dimethyl-6-((trityloxy)methyl)-3aH-cyclopenta[d][1,3]dioxol-4(6aH)-one), CeCl3-7H2O. Run in [Cl-].[Na+].O (brine). Reaction conditions: temperature -10 celsius, time 2 hour. Yields the product IC=1[C@@H]([C@H]2[C@H](OC(O2)(C)C)C1COC(C1=CC=CC=C1)(C1=CC=CC=C1)C1=CC=CC=C1)O ((3aS,4R,6aR)-5-iodo-2,2-dimethyl-6-((trityloxy)methyl)-4,6a-dihydro-3aH-cyclopenta[d][1,3]dioxol-4-ol). Reaction SMILES: CO.[I:3][C:4]1[C:5](=[O:35])[C@@H:6]2[O:10][C:9]([CH3:12])([CH3:11])[O:8][C@@H:7]2[C:13]=1[CH2:14][O:15][C:16]([C:29]1[CH:34]=[CH:33][CH:32]=[CH:31][CH:30]=1)([C:23]1[CH:28]=[CH:27][CH:26]=[CH:25][CH:24]=1)[C:17]1[CH:22]=[CH:21][CH:20]=[CH:19][CH:18]=1.[BH4-].[Na+]>[Cl-].[Na+].O>[I:3][C:4]1[C@H:5]([OH:35])[C@@H:6]2[O:10][C:9]([CH3:12])([CH3:11])[O:8][C@@H:7]2[C:13]=1[CH2:14][O:15][C:16]([C:23]1[CH:24]=[CH:25][CH:26]=[CH:27][CH:28]=1)([C:17]1[CH:18]=[CH:19][CH:20]=[CH:21][CH:22]=1)[C:29]1[CH:34]=[CH:33][CH:32]=[CH:31][CH:30]=1 |f:2.3,4.5.6|. Procedure details: Into a 500 L reactor was charged 100 L of methanol, followed by addition of 6 (9.7 kg) and CeCl3-7H2O (7.2 kg) in 1 kg portions over 0.5 hour. Temperature of the reaction mixture rose ˜5° C. during the addition. The reaction mixture was cooled down to −10° C., and NaBH4 (0.77 kg) was added in portions (˜150 g) over 1 hour resulting in strong H2 evolution with elevation of the reaction temperature. The transparent reaction mixture was then stirred for 2 hours at 0° C. until HPLC indicated complet... The reactants are BrC1=CC=C(C=C1)SCCC(CC(C)=O)O (6-(4-bromophenylthio)-4-hydroxy-2-hexanone), C1(=CC=CC=C1)C (toluene), C1(=CC=C(C=C1)S(=O)(=O)O)C (p-toluene sulfonic acid). The product is BrC1=CC=C(C=C1)SCCC=CC(C)=O (6-(4-bromophenylthio)-3-hexen-2-one). Isolated yield 95.1%. Reaction SMILES: [Br:1][C:2]1[CH:7]=[CH:6][C:5]([S:8][CH2:9][CH2:10][CH:11](O)[CH2:12][C:13](=[O:15])[CH3:14])=[CH:4][CH:3]=1.C1(C)C=CC=CC=1.C1(C)C=CC(S(O)(=O)=O)=CC=1>>[Br:1][C:2]1[CH:3]=[CH:4][C:5]([S:8][CH2:9][CH2:10][CH:11]=[CH:12][C:13](=[O:15])[CH3:14])=[CH:6][CH:7]=1. Reported procedure: 1.50 Grams of 6-(4-bromophenylthio)-4-hydroxy-2-hexanone were dissolved in 100 mol of toluene, and 0.07 g of p-toluene sulfonic acid was added thereto. The resulting mixture was refluxed for 2.5 hours with stirring. After having been cooled, the mixture was washed with a saturated aqueous sodium hydrogencarbonate solution and then saturated aqueous sodium chloride solution. Then the mixture was dried over anhydrous magnesium sulfate. Removing the solvent from the mixture under reduced pressure g... The reactants are C(C=C)C1=CC=C(S1)C=1SC(=CC1)C (5-allyl-5′-methyl-2,2′-bithiophene), Cl[SiH](Cl)Cl (trichlorosilane). Reagents/catalysts: [Pt] (Platinum). The solvent is C1(=CC=CC=C1)C (toluene). Product: Cl[Si](CCCC1=CC=C(S1)C=1SC(=CC1)C)(Cl)Cl (5-(3-Trichlorosilylpropyl)-5′-methyl-2,2′-bithiophene). Reaction SMILES: [CH2:1]([C:4]1[S:8][C:7]([C:9]2[S:10][C:11]([CH3:14])=[CH:12][CH:13]=2)=[CH:6][CH:5]=1)[CH:2]=[CH2:3].[Cl:15][SiH:16]([Cl:18])[Cl:17]>[Pt].C1(C)C=CC=CC=1>[Cl:15][Si:16]([Cl:18])([Cl:17])[CH2:3][CH2:2][CH2:1][C:4]1[S:8][C:7]([C:9]2[S:10][C:11]([CH3:14])=[CH:12][CH:13]=2)=[CH:6][CH:5]=1. Procedure: The hydrosilylation reaction of Example 1 was repeated using 5.0 g of 5-allyl-5′-methyl-2,2′-bithiophene in place of 2-allylthiophene, 2.5 g of anhydrous toluene, 6.0 g of trichlorosilane, and 50 mg of Platinum Catalyst. 5-(3-Trichlorosilylpropyl)-5′-methyl-2,2′-bithiophene was obtained as a colorless liquid: 1H NMR (CDCl3) δ 6.92 (d, 1H, J=3.6 Hz); 6.91 (d, 1H, J=2.7 Hz); 6.70 (d, 2H, J=3.6 Hz); 6.65 (m, 1H); 2.91 (t, 2H, J=7.2 Hz); 2.48 (d, 3H, J=1.2 Hz); 1.97 (m, 2H); 1.47 (m, 2H). Reactants: CC(=O)[O-], CC(=O)[O-], NCCO, N#Cc1ccc(N)cc1, N, [Zn+2], Cc1ccccc1C. The product is Nc1ccc(C2=NCCO2)cc1. Reaction SMILES: [CH3:16][C:17](=[O:18])[O-:19].[CH3:20][C:21](=[O:22])[O-:23].[NH2:10][CH2:11][CH2:12][OH:13].[NH2:1][c:2]1[cH:3][cH:4][c:5]([C:6]#[N:7])[cH:8][cH:9]1.[NH3:14].[Zn+2:15].[c:24]1([CH3:25])[c:26]([CH3:27])[cH:28][cH:29][cH:30][cH:31]1>>[NH2:1][c:2]1[cH:3][cH:4][c:5]([C:6]2=[N:7][CH2:11][CH2:12][O:13]2)[cH:8][cH:9]1.